Dataset: the Open Reaction Database (ORD), a public repository of structured organic reaction records. Task: describe an organic reaction: reactants, conditions, products, and yield Reactants: CCN(C(C)C)C(C)C, COc1ccc(Cn2nc(C)c3c(Oc4ccc(N)cn4)ccnc32)cc1, CCN=C=NCCCN(C)C, O=C(O)c1ccnn(-c2ccc(F)cc2)c1=O, CN(C)C=O, O. The product is COc1ccc(Cn2nc(C)c3c(Oc4ccc(NC(=O)c5ccnn(-c6ccc(F)cc6)c5=O)cn4)ccnc32)cc1. As a reaction SMILES: [CH2:56]([N:57]([CH:58]([CH3:59])[CH3:60])[CH:61]([CH3:62])[CH3:63])[CH3:64].[CH3:1][O:2][c:3]1[cH:4][cH:5][c:6]([CH2:7][n:8]2[n:9][c:10]([CH3:25])[c:11]3[c:12]2[n:13][cH:14][cH:15][c:16]3[O:17][c:18]2[cH:19][cH:20][c:21]([NH2:24])[cH:22][n:23]2)[cH:26][cH:27]1.[CH3:45][CH2:46][N:47]=[C:48]=[N:49][CH2:50][CH2:51][CH2:52][N:53]([CH3:54])[CH3:55].[F:28][c:29]1[cH:30][cH:31][c:32](-[n:35]2[n:36][cH:37][cH:38][c:39]([C:42](=[O:43])[OH:44])[c:40]2=[O:41])[cH:33][cH:34]1.[O:66]=[CH:67][N:68]([CH3:69])[CH3:70].[OH2:65]>>[CH3:1][O:2][c:3]1[cH:4][cH:5][c:6]([CH2:7][n:8]2[n:9][c:10]([CH3:25])[c:11]3[c:12]2[n:13][cH:14][cH:15][c:16]3[O:17][c:18]2[cH:19][cH:20][c:21]([NH:24][C:42]([c:39]3[cH:38][cH:37][n:36][n:35](-[c:32]4[cH:31][cH:30][c:29]([F:28])[cH:34][cH:33]4)[c:40]3=[O:41])=[O:43])[cH:22][n:23]2)[cH:26][cH:27]1. The reactants are CCOC(=O)c1c(-c2ccc(OC)cc2)c2ccccc2n1Cc1cccc(OCc2ccccc2)c1, CCOC(C)=O. Product: CCOC(=O)c1c(-c2ccc(OC)cc2)c2ccccc2n1Cc1cccc(O)c1. RXN SMILES: [CH3:1][O:2][c:3]1[cH:4][cH:5][c:6](-[c:9]2[c:10]([C:33](=[O:34])[O:35][CH2:36][CH3:37])[n:11]([CH2:18][c:19]3[cH:20][c:21]([O:25][CH2:26][c:27]4[cH:28][cH:29][cH:30][cH:31][cH:32]4)[cH:22][cH:23][cH:24]3)[c:12]3[cH:13][cH:14][cH:15][cH:16][c:17]23)[cH:7][cH:8]1.[CH3:38][CH2:39][O:40][C:41](=[O:42])[CH3:43]>>[CH3:1][O:2][c:3]1[cH:4][cH:5][c:6](-[c:9]2[c:10]([C:33](=[O:34])[O:35][CH2:36][CH3:37])[n:11]([CH2:18][c:19]3[cH:20][c:21]([OH:25])[cH:22][cH:23][cH:24]3)[c:12]3[cH:13][cH:14][cH:15][cH:16][c:17]23)[cH:7][cH:8]1. The reactants are C(C)=O (acetaldehyde), [Li+].CC(C)[N-]C(C)C (LDA), ClC1=CC(=CC(=C1)Cl)Cl (1,3,5-trichlorobenzene). Run in C1CCOC1 (THF), C1CCOC1 (THF), C1CCOC1 (THF). Run at temperature -78 celsius, time 1 hour. Yields the product ClC1=C(C(=CC(=C1)Cl)Cl)C(C)O (1-(2,4,6-Trichlorophenyl)ethanol). As a reaction SMILES: [Li+].CC([N-]C(C)C)C.[Cl:9][C:10]1[CH:15]=[C:14]([Cl:16])[CH:13]=[C:12]([Cl:17])[CH:11]=1.[CH:18](=[O:20])[CH3:19]>C1COCC1>[Cl:9][C:10]1[CH:15]=[C:14]([Cl:16])[CH:13]=[C:12]([Cl:17])[C:11]=1[CH:18]([OH:20])[CH3:19] |f:0.1|. Procedure details: To a solution of LDA (3 mL, 6 mmol) in THF (5 mL) was added 1,3,5-trichlorobenzene (0.91 g, 5.0 mmol) in THF (3 mL) at −78° C. under nitrogen, the resulting mixture was stirred at −78° C. for 1 h, then a solution of acetaldehyde (0.33 g, 7.5 mmol) in THF (3 mL) was added. The mixture was slowly warmed to rt. The mixture was quenched with water (10 mL), and diluted with EtOAc (50 mL). The organic phase was separated, washed with brine (10 mL), and dried over anhydrous sodium sulfate. The crude ma... Starting materials: CC(=O)O, COCCNCCOC, CO, O=CCCc1nc2cc3c(cc2[n+]([O-])n1)CCC3. Product: COCCN(CCCc1nc2cc3c(cc2[n+]([O-])n1)CCC3)CCOC. Reaction SMILES: [C:28]([OH:29])(=[O:30])[CH3:31].[CH3:1][O:2][CH2:3][CH2:4][NH:5][CH2:6][CH2:7][O:8][CH3:9].[CH3:32][OH:33].[O-:10][n+:11]1[n:12][c:13]([CH2:24][CH2:25][CH:26]=[O:27])[n:14][c:15]2[c:16]1[cH:17][c:18]1[c:22]([cH:23]2)[CH2:21][CH2:20][CH2:19]1>>[CH3:1][O:2][CH2:3][CH2:4][N:5]([CH2:6][CH2:7][O:8][CH3:9])[CH2:26][CH2:25][CH2:24][c:13]1[n:12][n+:11]([O-:10])[c:16]2[c:15]([n:14]1)[cH:23][c:22]1[c:18]([cH:17]2)[CH2:19][CH2:20][CH2:21]1. Reactants: ClC=1C=C2C=C(C(OC2=C(C1O)Cl)C(F)(F)F)C(=O)OCC (ethyl 6,8-dichloro-7-hydroxy-2-(trifluoromethyl)-2H-chromene-3-carboxylate), Cl (HCl), [OH-].[Li+] (lithium hydroxide). Solvent: mixture, CO.C(C)#N.O (MeOH ACN H2O). Reaction conditions: time 2 day. Product: ClC=1C=C2C=C(C(OC2=CC1)C(F)(F)F)C(=O)O (6-chloro-2-(trifluoromethyl)-2H-chromene-3-carboxylic acid). The yield is 70.5%. RXN SMILES: [Cl:1][C:2]1[CH:3]=[C:4]2[C:9](=[C:10](Cl)[C:11]=1O)[O:8][CH:7]([C:14]([F:17])([F:16])[F:15])[C:6]([C:18]([O:20]CC)=[O:19])=[CH:5]2.[OH-].[Li+].Cl>CO.C(#N)C.O>[Cl:1][C:2]1[CH:3]=[C:4]2[C:9](=[CH:10][CH:11]=1)[O:8][CH:7]([C:14]([F:17])([F:15])[F:16])[C:6]([C:18]([OH:20])=[O:19])=[CH:5]2 |f:1.2,4.5.6|. Procedure details: A solution of the ester from Step 2 (0.20 g, 0.56 mmole) was dissolved in 3 mL mixture of MeOH/ACN/H2O=1/1/1, treated with lithium hydroxide (81 mg, 3.36 mmole) and stirred at room temperature for 2 days. The reaction mixture was acidified with 1.0 N HCl to pH=1 and was extracted with EtOAc. The organic layer was washed with water,dried over anhydrous MgSO4, and filtered. The filtrate was evaporated and dried in vacuo to afford the title compound as a yellow solid (0.11 g, 60%): ESHRMS m/z 326.9... Starting materials: CN(C(C1=C(C=C(C(=C1)N)[N+](=O)[O-])OC)=O)C (N,N-dimethyl 5-amino-2-methoxy4-nitrobenzamide). Reagents/catalysts: [C].[Pd] (palladium carbon). Solvent: C(C)O (ethanol). Product: CN(C(C1=C(C=C(C(=C1)N)N)OC)=O)C (N,N-dimethyl 4,5-diamino2-methoxybenzamide). As a reaction SMILES: [CH3:1][N:2]([CH3:17])[C:3](=[O:16])[C:4]1[CH:9]=[C:8]([NH2:10])[C:7]([N+:11]([O-])=O)=[CH:6][C:5]=1[O:14][CH3:15]>C(O)C.[C].[Pd]>[CH3:17][N:2]([CH3:1])[C:3](=[O:16])[C:4]1[CH:9]=[C:8]([NH2:10])[C:7]([NH2:11])=[CH:6][C:5]=1[O:14][CH3:15] |f:2.3|. Procedure: A suspension of 3.62 g of N,N-dimethyl 5-amino-2-methoxy4-nitrobenzamide and 150 mg of 10 % palladium carbon in 140 ml of ethanol was stirred at 70°-80° C. under a hydrogen atmosphere. After the absorption of hydrogen was completed, the catalyst was removed by filtration, and the filtrate was evaporated to dryness to give crude N,N-dimethyl 4,5-diamino2-methoxybenzamide, which was then dissolved in 30 ml of tetrahydrofuran. Starting materials: [N+](=O)([O-])[O-].[Na+] (sodium nitrate), C1C2N(CCN1)CCCC2 (Octahydropyrido-[1,2-a]-pyrazine), C([O-])([O-])=O.[K+].[K+] (potassium carbonate). Solvent: O (water), Cl (hydrochloric acid). Conditions: time 3 hour. The product is N(=O)N1CC2N(CC1)CCCC2 (N-nitroso-octahydropyrido-[1,2-a]-pyrazine). RXN SMILES: [CH2:1]1[NH:6][CH2:5][CH2:4][N:3]2[CH2:7][CH2:8][CH2:9][CH2:10][CH:2]12.[N+:11]([O-])([O-])=[O:12].[Na+].C(=O)([O-])[O-].[K+].[K+]>Cl.O>[N:11]([N:6]1[CH2:5][CH2:4][N:3]2[CH2:7][CH2:8][CH2:9][CH2:10][CH:2]2[CH2:1]1)=[O:12] |f:1.2,3.4.5|. Reported procedure: Octahydropyrido-[1,2-a]-pyrazine (5 g) was dissolved in hydrochloric acid (5 N, 16 ml) and sodium nitrate (2.7 g) in water (10 ml) added dropwise at 0°. The solution was then heated at 60° for 30 minutes and stood at room temperature for 3 hours. It was basified, saturated with potassium carbonate and extracted with ether. The ethereal extract was dried and evaporated to give N-nitroso-octahydropyrido-[1,2-a]-pyrazine as an oil.